From a dataset of the Open Reaction Database (ORD), a public repository of structured organic reaction records. describe an organic reaction: reactants, conditions, products, and yield Starting materials: CC(C)=O, CC(C)C(N)CN1CCC(Oc2ccc(Cl)c(Cl)c2)CC1, [K+], [K+], O=C([O-])[O-], O, O=S(=O)(Cl)c1ccc(-c2ccccn2)s1. Yields the product CC(C)C(CN1CCC(Oc2ccc(Cl)c(Cl)c2)CC1)NS(=O)(=O)c1ccc(-c2ccccn2)s1. RXN SMILES: [CH3:44][C:45](=[O:46])[CH3:47].[Cl:1][c:2]1[cH:3][c:4]([O:5][CH:6]2[CH2:7][CH2:8][N:9]([CH2:12][CH:13]([CH:14]([CH3:15])[CH3:16])[NH2:17])[CH2:10][CH2:11]2)[cH:18][cH:19][c:20]1[Cl:21].[K+:22].[K+:23].[O-:24][C:25]([O-:26])=[O:27].[OH2:43].[n:28]1[c:29](-[c:34]2[cH:35][cH:36][c:37]([S:39](=[O:40])(=[O:41])[Cl:42])[s:38]2)[cH:30][cH:31][cH:32][cH:33]1>>[Cl:1][c:2]1[cH:3][c:4]([O:5][CH:6]2[CH2:7][CH2:8][N:9]([CH2:12][CH:13]([CH:14]([CH3:15])[CH3:16])[NH:17][S:39]([c:37]3[cH:36][cH:35][c:34](-[c:29]4[n:28][cH:33][cH:32][cH:31][cH:30]4)[s:38]3)(=[O:40])=[O:41])[CH2:10][CH2:11]2)[cH:18][cH:19][c:20]1[Cl:21]. Starting materials: BrC=1C2=C(SC1C(C(=O)O)O)C=CC=C2 ((3-bromo-benzo[b]thiophen-2-yl)-hydroxy-acetic acid), S(O)(O)(=O)=O (sulfuric acid), CO (methanol). Yields the product BrC=1C2=C(SC1C(C(=O)OC)O)C=CC=C2 (methyl (3-bromo-benzo[b]thiophen-2-yl)-hydroxy-acetate). Isolated yield 91.0%. As a reaction SMILES: [Br:1][C:2]1[C:3]2[CH:15]=[CH:14][CH:13]=[CH:12][C:4]=2[S:5][C:6]=1[CH:7]([OH:11])[C:8]([OH:10])=[O:9].S(=O)(=O)(O)O.[CH3:21]O>>[Br:1][C:2]1[C:3]2[CH:15]=[CH:14][CH:13]=[CH:12][C:4]=2[S:5][C:6]=1[CH:7]([OH:11])[C:8]([O:10][CH3:21])=[O:9]. Procedure details: A solution of (3-bromo-benzo[b]thiophen-2-yl)-hydroxy-acetic acid (21b) (590 mg, 2.05 mmol) and sulfuric acid (500 μL) in methanol (10 mL) was refluxed for 1 hour. The reaction mixture was then concentrated in vacuo and the residue was diluted with ethyl acetate (20 mL). The organic layer was washed with water (2×20 mL), a saturated solution of sodium bicarbonate (20 mL), brine (20 mL), dried over sodium sulfate, filtered and evaporated under reduced pressure to afford the desired ester (21c) as... The reactants are C1(=CC=CC=C1)S (thiophenol), [H-].[Na+] (NaH), ClCC1=NC=2C(=CC=3C(C(N(C3C2)CCCCC)=O)(C)C)N1 (2-chloromethyl-7,7-dimethyl-5-pentyl-5,7-dihydro-1H-imidazo[4,5-f]indol-6-one), ClC=1C=C(C=CC1)C(=O)OO (3-chloro-benzenecarboperoxoic acid). The solvent is C(Cl)Cl (CH2Cl2), C(Cl)Cl (CH2Cl2). Reaction conditions: time 5 minute. Yields the product C1(=CC=CC=C1)S(=O)CC1=NC=2C(=CC=3C(C(N(C3C2)CCCCC)=O)(C)C)N1 (2-Benzenesulfinylmethyl-7,7-dimethyl-5-pentyl-5,7-dihydro-1H-imidazo[4,5-f]indol-6-one). As a reaction SMILES: [C:1]1([SH:7])[CH:6]=[CH:5][CH:4]=[CH:3][CH:2]=1.[H-].[Na+].Cl[CH2:11][C:12]1[NH:31][C:15]2=[CH:16][C:17]3[C:18]([CH3:30])([CH3:29])[C:19](=[O:28])[N:20]([CH2:23][CH2:24][CH2:25][CH2:26][CH3:27])[C:21]=3[CH:22]=[C:14]2[N:13]=1.ClC1C=C(C(OO)=[O:40])C=CC=1>C(Cl)Cl>[C:1]1([S:7]([CH2:11][C:12]2[NH:31][C:15]3=[CH:16][C:17]4[C:18]([CH3:30])([CH3:29])[C:19](=[O:28])[N:20]([CH2:23][CH2:24][CH2:25][CH2:26][CH3:27])[C:21]=4[CH:22]=[C:14]3[N:13]=2)=[O:40])[CH:6]=[CH:5][CH:4]=[CH:3][CH:2]=1 |f:1.2|. Procedure details: To a solution of thiophenol (70 μl) in CH2Cl2 (4 ml) is added NaH (43 mg; 1.08 mmol) and the resulting suspension is stirred for 5 min at RT. Then freshly prepared 2-chloromethyl-7,7-dimethyl-5-pentyl-5,7-dihydro-1H-imidazo[4,5-f]indol-6-one (265 mg) dissolved in CH2Cl2 (5 ml) is added and the mixture is stirred at 40° C. for 20 h. After cooling to 0° C. 3-chloro-benzenecarboperoxoic acid (186 mg; 0.83 mmol) is added and stirring is continued for another 3 h. After completion of the reaction the... Starting materials: 1,2,5,6-Tetrahydro-1-methyl-3-(3-(2-(3-thienyl)-1-ethoxy)-1,2,5-thiadiazol-4yl)pyrid 1,2,5,6-Tetrahydro-1-methyl-3-(3-(2-thienylmethoxy)-1,2,5-thiadiazol-4yl)pyrid 1,2,5,6-Tetrahydro-1-methyl-3-(3-(3-thienylmethoxy)-1,2,5-thiadiazol-4yl)pyridine, CN1CC(=CCC1)C=1C(=NSN1)OCCN1[CH-]OCC1=O (1,2,5,6-Tetrahydro-1-methyl-3-(3-(2-(2-oxazolidon-3-yl)- 1-ethoxy)- 1,2,5thiadiazo l-4- yl )p yri dine), CN1CC(=CCC1)C=1C(=NSN1)OCCCN1CCCC1 (1,2,5,6-Tetrahydro-1-methyl-3-(3-(3-(1-pyrrolidyl)- 1-propoxy)- 1,2,5-thiadiazol- -yl)pyridine), CN1CC(=CCC1)C=1C(=NSN1)OCCCN1C(CCC1)=O (1,2,5,6-Tetrahydro-1-methyl-3-(3-(3-(2-pyrrolidon-1-yl)-1-propoxy)-1,2,5-thiadiazol -4-yl)pyridine), CN1CC(=CCC1)C=1C(=NSN1)OCCN1C(CCC1)=O (1,2,5,6-Tetrahydro-1-methyl-3-(3-(2-(2-pyrrolidon- 1-yl)- 1-ethoxy)- 1,2,5thi adiaz o l-4- y l )p yri din e). The product is CN1CC(=CCC1)C=1C(=NSN1)OCCC=1SC=CC1 (1,2,5,6-Tetrahydro-1-methyl-3-(3-(2-(2-thienyl)-1-ethoxy)-1,2,5-thiadiazol- 4-yl)pyridine). RXN SMILES: [CH3:1][N:2]1[CH2:7][CH2:6][CH:5]=[C:4]([C:8]2[C:9]([O:13][CH2:14][CH2:15][CH2:16]N3CCCC3=O)=[N:10][S:11][N:12]=2)[CH2:3]1.CN1CCC=[C:26]([C:30]2C(OCCN3CCCC3=O)=NSN=2)[CH2:25]1.CN1CCC=C(C2C(OCCN3C(=O)CO[CH-]3)=N[S:54]N=2)C1.CN1CCC=C(C2C(OCCCN3CCCC3)=NSN=2)C1>>[CH3:1][N:2]1[CH2:7][CH2:6][CH:5]=[C:4]([C:8]2[C:9]([O:13][CH2:14][CH2:15][C:16]3[S:54][CH:25]=[CH:26][CH:30]=3)=[N:10][S:11][N:12]=2)[CH2:3]1. Procedure details: 1,2,5,6-Tetrahydro-1-methyl-3-(3-(2-(3-thienyl)-1-ethoxy)-1,2,5-thiadiazol-4yl)pyrid 1,2,5,6-Tetrahydro-1-methyl-3-(3-(2-thienylmethoxy)-1,2,5-thiadiazol-4yl)pyrid 1,2,5,6-Tetrahydro-1-methyl-3-(3-(3-thienylmethoxy)-1,2,5-thiadiazol-4yl)pyridine; 1,2,5,6-Tetrahydro-1-methyl-3-(3-(3-(2-pyrrolidon-1-yl)-1-propoxy)-1,2,5-thiadiazol -4-yl)pyridine; 1,2,5,6-Tetrahydro-1-methyl-3-(3-(2-(2-pyrrolidon- 1-yl)- 1-ethoxy)- 1,2,5thi adiaz o l-4- y l )p yri din e; 1,2,5,6-Tetrahydro-1-methyl-3-(3-(2-(2-oxazo... Starting materials: NC=1N=C(C2=C(N1)NCC(C2)CCC2=CC=C(S2)C(=O)O)O (5-[2-(2-amino-4-hydroxy-5,6,7,8-tetrahydropyrido[2,3-d]pyrimidin-6-yl)ethyl]-thien-2-ylcarboxylic acid), NC(C(=O)O)CC=1N=NNN1 (amino-3-(2H-tetrazol-5-yl)propanoic acid), CN1CCOCC1 (4-methylmorpholine), 2-chloro-4,6-dimethoxyl,3,5-triazine. Solvent: CN(C=O)C (N,N-dimethylformamide). Run at time 15 minute. Product: [NH4+].[NH4+].NC=1N=C(C2=C(N1)NCC(C2)CCC2=CC=C(S2)C(=O)NC(C(=O)[O-])CC=2N=NNN2)O.NC=2N=C(C1=C(N2)NCC(C1)CCC1=CC=C(S1)C(=O)NC(C(=O)[O-])CC=1N=NNN1)O (2-{5-[2-(2-amino-4-hydroxy-5,6,7,8-tetrahydropyrido[2,3-d]-pyrimidin-6-yl)ethyl]thien-2-ylcarbonylamino}-3-(2H-tetrazol-5-yl)propanoic acid diammonium salt). Yield: 27.6%. As a reaction SMILES: [NH2:1][C:2]1[N:3]=[C:4]([OH:22])[C:5]2[CH2:11][CH:10]([CH2:12][CH2:13][C:14]3[S:18][C:17]([C:19]([OH:21])=[O:20])=[CH:16][CH:15]=3)[CH2:9][NH:8][C:6]=2[N:7]=1.C[N:24]1CCOCC1.[NH2:30][CH:31]([CH2:35][C:36]1[N:37]=[N:38][NH:39][N:40]=1)[C:32]([OH:34])=[O:33]>CN(C)C=O>[NH4+:1].[NH4+:24].[NH2:1][C:2]1[N:3]=[C:4]([OH:22])[C:5]2[CH2:11][CH:10]([CH2:12][CH2:13][C:14]3[S:18][C:17]([C:19]([NH:30][CH:31]([CH2:35][C:36]4[N:37]=[N:38][NH:39][N:40]=4)[C:32]([O-:34])=[O:33])=[O:21])=[CH:16][CH:15]=3)[CH2:9][NH:8][C:6]=2[N:7]=1.[NH2:1][C:2]1[N:3]=[C:4]([OH:22])[C:5]2[CH2:11][CH:10]([CH2:12][CH2:13][C:14]3[S:18][C:17]([C:19]([NH:30][CH:31]([CH2:35][C:36]4[N:37]=[N:38][NH:39][N:40]=4)[C:32]([O-:34])=[O:33])=[O:20])=[CH:16][CH:15]=3)[CH2:9][NH:8][C:6]=2[N:7]=1 |f:4.5.6.7|. Procedure details: After flame drying a 15 mL two-neck round bottom flask under argon, 0.18 g (0.57 mmol) of 5-[2-(2-amino-4-hydroxy-5,6,7,8-tetrahydropyrido[2,3-d]pyrimidin-6-yl)ethyl]-thien-2-ylcarboxylic acid was suspended in 2 mL of anhydrous N,N-dimethylformamide, followed by the addition of 0.19 mL (1.7 mmol) of 4-methylmorpholine. After allowing the reaction mixture to stir at room temperature for 15 minutes, 0.15 g (0.86 mmol) of 2-chloro-4,6-dimethoxyl,3,5-triazine was added. The reaction was stirred at r... Starting materials: CCc1cc2c(=O)n(CC(=O)c3ccc(F)cc3)c(=O)n(Cc3ccc(-c4ccccc4-c4noc(=O)[nH]4)cc3)c2s1, CCO, ClC(Cl)Cl, Cl, Cl, CCOC(=O)CON, O, c1ccncc1. Product: CCOC(=O)CON=C(Cn1c(=O)c2cc(CC)sc2n(Cc2ccc(-c3ccccc3-c3noc(=O)[nH]3)cc2)c1=O)c1ccc(F)cc1. RXN SMILES: [CH2:1]([CH3:2])[c:3]1[cH:4][c:5]2[c:6]([n:7]([CH2:23][c:24]3[cH:25][cH:26][c:27](-[c:30]4[c:31](-[c:36]5[n:37][o:38][c:39](=[O:41])[nH:40]5)[cH:32][cH:33][cH:34][cH:35]4)[cH:28][cH:29]3)[c:8](=[O:22])[n:9]([CH2:12][C:13](=[O:14])[c:15]3[cH:16][cH:17][c:18]([F:21])[cH:19][cH:20]3)[c:10]2=[O:11])[s:42]1.[CH3:64][CH2:65][OH:66].[CH:60]([Cl:61])([Cl:62])[Cl:63].[ClH:43].[ClH:58].[NH2:44][O:45][CH2:46][C:47](=[O:48])[O:49][CH2:50][CH3:51].[OH2:59].[cH:52]1[cH:53][cH:54][n:55][cH:56][cH:57]1>>[CH2:1]([CH3:2])[c:3]1[cH:4][c:5]2[c:6]([n:7]([CH2:23][c:24]3[cH:25][cH:26][c:27](-[c:30]4[c:31](-[c:36]5[n:37][o:38][c:39](=[O:41])[nH:40]5)[cH:32][cH:33][cH:34][cH:35]4)[cH:28][cH:29]3)[c:8](=[O:22])[n:9]([CH2:12][C:13]([c:15]3[cH:16][cH:17][c:18]([F:21])[cH:19][cH:20]3)=[N:44][O:45][CH2:46][C:47](=[O:48])[O:49][CH2:50][CH3:51])[c:10]2=[O:11])[s:42]1. The reactants are C(C)(=O)O (acetic acid), [OH-].[K+] (Potassium hydroxide), C[C@]12CC[C@@H]3C=4C=CC(=CC4CC[C@H]3[C@@H]1CCC2=O)O (estrone), C(C1=CC=CC=C1)=O (benzaldehyde). Solvent: CO (methanol). Conditions: time 4 hour. The product is C(C1=CC=CC=C1)=C1CC2C3CCC=4C=C(C=CC4C3CCC2(C1=O)C)O (16-Benzylidene-3-hydroxy-13-methyl-6,7,8,9,11,12,13,14,15,16-decahydro-cyclopenta[a]phenanthren-17-one). As a reaction SMILES: [OH-].[K+].[CH3:3][C@@:4]12[C:20](=[O:21])[CH2:19][CH2:18][C@H:17]1[C@H:16]1[C@@H:7]([C:8]3[CH:9]=[CH:10][C:11]([OH:22])=[CH:12][C:13]=3[CH2:14][CH2:15]1)[CH2:6][CH2:5]2.[CH:23](=O)[C:24]1[CH:29]=[CH:28][CH:27]=[CH:26][CH:25]=1.C(O)(=O)C>CO>[CH:23](=[C:19]1[C:20](=[O:21])[C:4]2([CH3:3])[CH:17]([CH:16]3[CH:7]([CH2:6][CH2:5]2)[C:8]2[CH:9]=[CH:10][C:11]([OH:22])=[CH:12][C:13]=2[CH2:14][CH2:15]3)[CH2:18]1)[C:24]1[CH:29]=[CH:28][CH:27]=[CH:26][CH:25]=1 |f:0.1|. Reported procedure: Potassium hydroxide (1.0 g) was added to a solution of estrone (1.350 g, 5.0 mmol) and benzaldehyde (1.0 g, 9.4 mmol) in methanol (50 ml) at room temperature. The resulting orange solution was stirred at this temperature for 4 h. Then glacial acetic acid (ca. 5 ml) was added with stirring. The colour changed to light yellow and a white solid precipitated. The solid was filtered off and washed with water (50 ml), methanol (20 ml), diethyl ether (50 ml) and hexane and dried under high vacuum. Yiel...